Dataset: the Open Reaction Database (ORD), a public repository of structured organic reaction records. Task: describe an organic reaction: reactants, conditions, products, and yield Reactants: CC=1C=C(C=CC1C)C=1C=NC(=NC1)NC(C1=C(C=CC(=C1)N1CCCCC1)[N+](=O)[O-])=O (N-(5-(3,4-dimethylphenyl)pyrimidin-2-yl)-2-nitro-5-(piperidin-1-yl)benzamide). Reagents/catalysts: [Pd] (Pd/C). Run in CO (methanol). Conditions: time 4 hour. Product: NC1=C(C(=O)NC2=NC=C(C=N2)C2=CC(=C(C=C2)C)C)C=C(C=C1)N1CCCCC1 (2-amino-N-(5-(3,4-dimethylphenyl)pyrimidin-2-yl)-5-(piperidin-1-yl)-benzamide). Reaction SMILES: [CH3:1][C:2]1[CH:3]=[C:4]([C:9]2[CH:10]=[N:11][C:12]([NH:15][C:16](=[O:32])[C:17]3[CH:22]=[C:21]([N:23]4[CH2:28][CH2:27][CH2:26][CH2:25][CH2:24]4)[CH:20]=[CH:19][C:18]=3[N+:29]([O-])=O)=[N:13][CH:14]=2)[CH:5]=[CH:6][C:7]=1[CH3:8]>CO.[Pd]>[NH2:29][C:18]1[CH:19]=[CH:20][C:21]([N:23]2[CH2:28][CH2:27][CH2:26][CH2:25][CH2:24]2)=[CH:22][C:17]=1[C:16]([NH:15][C:12]1[N:13]=[CH:14][C:9]([C:4]2[CH:5]=[CH:6][C:7]([CH3:8])=[C:2]([CH3:1])[CH:3]=2)=[CH:10][N:11]=1)=[O:32]. Reported procedure: Into a 250-mL round-bottom flask, was placed a solution of N-(5-(3,4-dimethylphenyl)pyrimidin-2-yl)-2-nitro-5-(piperidin-1-yl)benzamide (550 mg, 1.27 mmol, 1.00 equiv) in methanol (80 mL). The mixture was treated with Pd/C (550 mg) and stirred under a hydrogen atmosphere for ca. 4 h at room temperature. The solids were filtered out. The resulting mixture was concentrated under vacuum to yield in 420 mg (82%) of 2-amino-N-(5-(3,4-dimethylphenyl)pyrimidin-2-yl)-5-(piperidin-1-yl)benzamide as a bro... The reactants are ( 4 ), C(C1=CC=CC=C1)Br (benzyl bromide), C([O-])(O)=O.[Na+] (sodium bicarbonate), NC1=NC(=C(C(=C1C#N)C1=CC2=C(OCCO2)C=C1)C#N)S (2-amino-6-sulfanyl-4-(2,3-dihydro-1,4-benzodioxin-6-yl)-3,5-pyridinedicarbonitrile), ( 7 ), O (Water). Solvent: CN(C)C=O (DMF). Product: NC1=NC(=C(C(=C1C#N)C1=CC2=C(OCCO2)C=C1)C#N)SCC1=CC=CC=C1 (2-Amino-6-(benzylsulfanyl)-4-(2,3-dihydro-1,4-benzodioxin-6-yl)-3,5-pyridinedicarbonitrile). Reaction SMILES: [NH2:1][C:2]1[C:7]([C:8]#[N:9])=[C:6]([C:10]2[CH:19]=[CH:18][C:13]3[O:14][CH2:15][CH2:16][O:17][C:12]=3[CH:11]=2)[C:5]([C:20]#[N:21])=[C:4]([SH:22])[N:3]=1.[CH2:23](Br)[C:24]1[CH:29]=[CH:28][CH:27]=[CH:26][CH:25]=1.C(=O)(O)[O-].[Na+].O>CN(C=O)C>[NH2:1][C:2]1[C:7]([C:8]#[N:9])=[C:6]([C:10]2[CH:19]=[CH:18][C:13]3[O:14][CH2:15][CH2:16][O:17][C:12]=3[CH:11]=2)[C:5]([C:20]#[N:21])=[C:4]([S:22][CH2:23][C:24]2[CH:29]=[CH:28][CH:27]=[CH:26][CH:25]=2)[N:3]=1 |f:2.3|. Procedure: 100 mg (0.32 mol) of 2-amino-6-sulfanyl-4-(2,3-dihydro-1,4-benzodioxin-6-yl)-3,5-pyridinedicarbonitrile [prepared analogously to Dyachenko et al., Russian Journal of Chemistry 33 (7), 1014–1017 (1997); 34 (4), 557–563 (1998)], 110 mg (0.64 mmol) of benzyl bromide and 108 mg (1.29 mmol) of sodium bicarbonate are stirred in 2 ml of DMF at room temperature for 5.5 h. Water is then added and the mixture is extracted three times with ethyl acetate. The combined organic phases are dried with magnesium... The reactants are O=C1CCC(=O)N1Br, C1CCOC1, c1ccncc1, COC(=O)c1cc[nH]c1. The product is COC(=O)c1c[nH]c(Br)c1. RXN SMILES: [Br:10][N:11]1[C:12](=[O:13])[CH2:14][CH2:15][C:16]1=[O:17].[O:24]1[CH2:25][CH2:26][CH2:27][CH2:28]1.[cH:18]1[cH:19][cH:20][n:21][cH:22][cH:23]1.[nH:1]1[cH:2][c:3]([C:6](=[O:7])[O:8][CH3:9])[cH:4][cH:5]1>>[nH:1]1[cH:2][c:3]([C:6](=[O:7])[O:8][CH3:9])[cH:4][c:5]1[Br:10]. Reaction conditions: temperature 10 celsius. RXN SMILES: [Mg].O1[CH2:6][CH2:5][CH2:4][CH2:3]1.[CH:7](=[O:13])[C:8]1[O:12][CH:11]=[CH:10][CH:9]=1.ClC(C)C#C>[Cl-].[Zn+2].[Cl-].ClC(C)C#C.C1(C)C=CC=CC=1>[OH:13][CH:7]([C:8]1[O:12][CH:11]=[CH:10][CH:9]=1)[CH:5]([CH3:6])[C:4]#[CH:3] |f:4.5.6|. Starting materials: C(C1=CC=CO1)=O (furfural), ClC(C#C)C (3-chloro-1-butyne), [Mg] (magnesium), O1CCCC1 (tetrahydrofuran), resultant mixture, resultant mixture. Run in C1(=CC=CC=C1)C (toluene). Yields the product OC(C(C#C)C)C=1OC=CC1 (2-(1-hydroxy-2-methyl-3-butynyl)-furan). The yield is 85.0%. Procedure details: In the same flask as in Example 1, there were charged granular magnesium (18.2 g), dry zinc chloride (10.2 g) and dry tetrahydrofuran (100 g). 3-Chloro-1-butyne (0.66 g) was added thereto at 10° C. while stirring. The resultant mixture was kept in an adiabatic condition, whereupon the reaction proceeded. When the best generation stopped, a mixture of furfural (48 g), 3-chloro-1-butyne (45.88 g) and toluene (125 g) was dropwise added to the reaction mixture at 45° C. in 1.5 hours while stirring u... Reagents/catalysts: ClC(C#C)C (3-Chloro-1-butyne), [Cl-].[Zn+2].[Cl-] (zinc chloride). Reactants: N[C@H](CO)CC1CCCCC1 ((S)-2-amino-3-cyclohexyl-propan-1-ol), CCN(C(C)C)C(C)C (DIPEA), C1(CCCC1)CC1=NC2=C(N1C(CC)CC)C=CC(=C2)C(=O)Cl (2-cyclopentylmethyl-1-(1-ethyl-propyl)-1H-benzoimidazole-5-carbonyl chloride). Solvent: C1CCOC1 (THF), C1CCOC1 (THF). Reaction conditions: temperature -10 celsius, time 15 minute. The product is C1(CCCCC1)C[C@@H](CO)NC(=O)C1=CC2=C(N(C(=N2)CC2CCCC2)C(CC)CC)C=C1 (2-cyclopentylmethyl-1-(1-ethyl-propyl)-1H-benzoimidazole-5-carboxylic acid ((S)-1-cyclohexylmethyl-2-hydroxy-ethyl)-amide). The yield is 26.3%. As a reaction SMILES: [NH2:1][C@@H:2]([CH2:5][CH:6]1[CH2:11][CH2:10][CH2:9][CH2:8][CH2:7]1)[CH2:3][OH:4].CCN(C(C)C)C(C)C.[CH:21]1([CH2:26][C:27]2[N:31]([CH:32]([CH2:35][CH3:36])[CH2:33][CH3:34])[C:30]3[CH:37]=[CH:38][C:39]([C:41](Cl)=[O:42])=[CH:40][C:29]=3[N:28]=2)[CH2:25][CH2:24][CH2:23][CH2:22]1>C1COCC1>[CH:6]1([CH2:5][C@H:2]([NH:1][C:41]([C:39]2[CH:38]=[CH:37][C:30]3[N:31]([CH:32]([CH2:33][CH3:34])[CH2:35][CH3:36])[C:27]([CH2:26][CH:21]4[CH2:25][CH2:24][CH2:23][CH2:22]4)=[N:28][C:29]=3[CH:40]=2)=[O:42])[CH2:3][OH:4])[CH2:11][CH2:10][CH2:9][CH2:8][CH2:7]1. Procedure: 47 mg of (S)-2-amino-3-cyclohexyl-propan-1-ol and 0.14 ml DIPEA were dissolved in 2 ml dry THF. The mixture was cooled to −10° C. and 67 mg of 2-cyclopentylmethyl-1-(1-ethyl-propyl)-1H-benzoimidazole-5-carbonyl chloride in 1 ml of dry THF were added. The mixture was stirred under exclusion of moisture for 15 min at −10° C. and then at RT over night. It was then filtered, the filter was washed with 10 ml ethyl acetate. The filtrate was evaporated, the residue was taken up in 20 ml ethyl acetate a... Reactants: ClS(=O)(=O)O (chlorosulfonic acid), CC=1N=C(SC1C=1SC=CC1)NC(C)=O (N-[4-methyl-5-(2-thienyl)-1,3-thiazol-2-yl]acetamide), P(Cl)(Cl)(Cl)(Cl)Cl (Phosphorus pentachloride), [Cl-].[P+]=O (phosphorus oxide chloride). Solvent: C(Cl)Cl (DCM), C(Cl)Cl (DCM). Conditions: temperature 0 celsius, time 15 minute. Product: C(C)(=O)NC=1SC(=C(N1)C)C1=CC=C(S1)S(=O)(=O)Cl (5-[2-(acetylamino)-4-methyl-1,3-thiazol-5-yl]thiophene-2-sulfonyl chloride). RXN SMILES: [CH3:1][C:2]1[N:3]=[C:4]([NH:12][C:13](=[O:15])[CH3:14])[S:5][C:6]=1[C:7]1[S:8][CH:9]=[CH:10][CH:11]=1.[Cl:16][S:17](O)(=[O:19])=[O:18].P(Cl)(Cl)(Cl)(Cl)Cl.[Cl-].[P+]=O>C(Cl)Cl>[C:13]([NH:12][C:4]1[S:5][C:6]([C:7]2[S:8][C:9]([S:17]([Cl:16])(=[O:19])=[O:18])=[CH:10][CH:11]=2)=[C:2]([CH3:1])[N:3]=1)(=[O:15])[CH3:14] |f:3.4,^3:27|. Procedure details: N-[4-methyl-5-(2-thienyl)-1,3-thiazol-2-yl]acetamide, prepared in Step I (500 mg; 2.10 mmol; 1 eq.) is dissolved in DCM (30 ml). The reaction mixture is cooled down to 0° C. and chlorosulfonic acid (0.70 ml; 10.49 mmol; 5 eq.) dissolved in DCM (30 ml) is added dropwise over 15 min. The solution becomes pink. It is stirred 15 minutes at 0° C. Phosphorus pentachloride (873.7 mg; 4.20 mmol; 2 eq.) and phosphorus oxide chloride (0.78 ml; 8.39 mmol; 4 eq.) are added successively. The reaction mixture...